The task is: describe an organic reaction: reactants, conditions, products, and yield. This data is from the Open Reaction Database (ORD), a public repository of structured organic reaction records. Reactants: BrBr (bromine), C(C1=CC=CC=C1)OC=1C=C(C=C(C1)Br)NC(=S)N ((3-benzyloxy-5-bromo-phenyl)-thiourea), N (ammonia). Run in C(Cl)(Cl)Cl (CHCl3), C(Cl)(Cl)Cl (CHCl3). Conditions: time 15 minute. Product: C(C1=CC=CC=C1)OC=1C=C(C2=C(N=C(S2)N)C1)Br (5-Benzyloxy-7-bromo-benzothiazol-2-ylamine). Isolated yield 67.9%. RXN SMILES: [CH2:1]([O:8][C:9]1[CH:10]=[C:11]([NH:16][C:17]([NH2:19])=[S:18])[CH:12]=[C:13]([Br:15])[CH:14]=1)[C:2]1[CH:7]=[CH:6][CH:5]=[CH:4][CH:3]=1.BrBr.N>C(Cl)(Cl)Cl>[CH2:1]([O:8][C:9]1[CH:14]=[C:13]([Br:15])[C:12]2[S:18][C:17]([NH2:19])=[N:16][C:11]=2[CH:10]=1)[C:2]1[CH:3]=[CH:4][CH:5]=[CH:6][CH:7]=1. Procedure details: A solution of (3-benzyloxy-5-bromo-phenyl)-thiourea (2.0 g, 5.93 mmol) in CHCl3 (80.0 mL) was cooled to −60° C. followed by drop wise addition of a solution of bromine (0.30 mL, 5.93 mmol) in CHCl3 (20.0 mL). The resulting reaction mixture was stirred at room temperature for 15 minutes followed by refluxing at 70° C. for 1 h. The reaction mass was then cooled and basified with 25% aqueous ammonia solution to pH 8-9 and then extracted with EtOAc (3×150.0 mL). The combined organics was dried over ... Starting materials: Cl.FC(C1=C(OC2CCNCC2)C=CC=C1)(F)F (4-(2-trifluoromethylphenoxy)piperidine hydrochloride), ClC=1C=C(C=CC1)N=C=O (3-chlorophenyl isocyanate), C(C)(C)N(C(C)C)CC (N,N-diisopropylethylamine). The solvent is ClCCl (dichloromethane), ClCCl (dichloromethane). Product: ClC=1C=C(C=CC1)NC(=O)N1CCC(CC1)OC1=C(C=CC=C1)C(F)(F)F (N-(3-chlorophenyl)-4-(2-(trifluoromethyl)phenoxy)piperidine-1-carboxamide). As a reaction SMILES: Cl.[F:2][C:3]([F:18])([F:17])[C:4]1[CH:16]=[CH:15][CH:14]=[CH:13][C:5]=1[O:6][CH:7]1[CH2:12][CH2:11][NH:10][CH2:9][CH2:8]1.[Cl:19][C:20]1[CH:21]=[C:22]([N:26]=[C:27]=[O:28])[CH:23]=[CH:24][CH:25]=1.C(N(CC)C(C)C)(C)C>ClCCl>[Cl:19][C:20]1[CH:21]=[C:22]([NH:26][C:27]([N:10]2[CH2:11][CH2:12][CH:7]([O:6][C:5]3[CH:13]=[CH:14][CH:15]=[CH:16][C:4]=3[C:3]([F:2])([F:17])[F:18])[CH2:8][CH2:9]2)=[O:28])[CH:23]=[CH:24][CH:25]=1 |f:0.1|. Procedure: A solution of 4-(2-trifluoromethylphenoxy)piperidine hydrochloride (42 mg, 0.15 mmol), 3-chlorophenyl isocyanate (36 mg, 0.30 mmol), and N,N-diisopropylethylamine (78 μL, 0.45 mmol) was stirred in dichloromethane (2 mL) at room temperature for overnight. The reaction mixture was diluted with dichloromethane and the solution was washed successively with 1N HCl, and NaHCO3 (sat.)/brine. The organic fraction was dried over MgSO4, filtered, and concentrated. The compound was purified by radial silic... Starting materials: BrC1=C2C=CC=C(C2=CC=C1)CC(=O)NC1=CC(=C(C=C1)OC)N1CCN(CC1)C (5-bromo-N-[4-methoxy-3-(4-methylpiperazin-1-yl)phenyl]naphth-1-ylacetamide), C1(=CC=CC=C1)B(O)O (phenylboronic acid), Example 4. Yields the product COC1=C(C=C(C=C1)NC(CC1=CC=CC2=C(C=CC=C12)C1=CC=CC=C1)=O)N1CCN(CC1)C (N-[4-Methoxy-3-(4-methylpiperazin-1-yl)phenyl]-5-phenylnaphth-1-ylacetamide). RXN SMILES: Br[C:2]1[CH:11]=[CH:10][CH:9]=[C:8]2[C:3]=1[CH:4]=[CH:5][CH:6]=[C:7]2[CH2:12][C:13]([NH:15][C:16]1[CH:21]=[CH:20][C:19]([O:22][CH3:23])=[C:18]([N:24]2[CH2:29][CH2:28][N:27]([CH3:30])[CH2:26][CH2:25]2)[CH:17]=1)=[O:14].[C:31]1(B(O)O)[CH:36]=[CH:35][CH:34]=[CH:33][CH:32]=1>>[CH3:23][O:22][C:19]1[CH:20]=[CH:21][C:16]([NH:15][C:13](=[O:14])[CH2:12][C:7]2[C:8]3[C:3](=[C:2]([C:31]4[CH:36]=[CH:35][CH:34]=[CH:33][CH:32]=4)[CH:11]=[CH:10][CH:9]=3)[CH:4]=[CH:5][CH:6]=2)=[CH:17][C:18]=1[N:24]1[CH2:25][CH2:26][N:27]([CH3:30])[CH2:28][CH2:29]1. Procedure details: The title compound was prepared from 5-bromo-N-[4-methoxy-3-(4-methylpiperazin-1-yl)phenyl]naphth-1-ylacetamide (E20) and phenylboronic acid using a similar procedure to Example 4 (39%). The product is Clc1nccc(N2CCCCC2c2ccccc2)n1. Reactants: O=C([O-])O, CCO, Clc1ccnc(Cl)n1, [Na+], c1ccc(C2CCCCN2)cc1. Reaction SMILES: [C:21](=[O:22])([OH:23])[O-:24].[CH3:26][CH2:27][OH:28].[Cl:13][c:14]1[n:15][cH:16][cH:17][c:18]([Cl:20])[n:19]1.[Na+:25].[c:1]1([CH:7]2[NH:8][CH2:9][CH2:10][CH2:11][CH2:12]2)[cH:2][cH:3][cH:4][cH:5][cH:6]1>>[c:1]1([CH:7]2[N:8]([c:18]3[cH:17][cH:16][n:15][c:14]([Cl:13])[n:19]3)[CH2:9][CH2:10][CH2:11][CH2:12]2)[cH:2][cH:3][cH:4][cH:5][cH:6]1.